Dataset: the Open Reaction Database (ORD), a public repository of structured organic reaction records. Task: describe an organic reaction: reactants, conditions, products, and yield The reactants are BrBr (Bromine), COC1=CC=C(C=C1)C1=CC=C(C=C1)C=O (4′-methoxy-1,1′-biphenyl-4-carbaldehyde). Run in CC(=O)O (HOAc), CC(=O)O (HOAc). Conditions: time 16 hour. The product is BrC=1C=C(C=CC1OC)C1=CC=C(C=C1)C=O (3′-bromo-4′-methoxy-1,1′-biphenyl-4-carbaldehyde). Isolated yield 96.0%. As a reaction SMILES: [Br:1]Br.[CH3:3][O:4][C:5]1[CH:10]=[CH:9][C:8]([C:11]2[CH:16]=[CH:15][C:14]([CH:17]=[O:18])=[CH:13][CH:12]=2)=[CH:7][CH:6]=1>CC(O)=O>[Br:1][C:10]1[CH:9]=[C:8]([C:11]2[CH:16]=[CH:15][C:14]([CH:17]=[O:18])=[CH:13][CH:12]=2)[CH:7]=[CH:6][C:5]=1[O:4][CH3:3]. Procedure: Bromine (8.2 mL, 0.160 mol) in 40 mL of glacial HOAc was added under nitrogen dropwise over 30 minutes to a solution of 4′-methoxy-1,1′-biphenyl-4-carbaldehyde (31.0g, 0.146 mol), prepared in the previous step, in 500 mL of glacial HOAc at room temperature. After the addition the reaction was stirred at room temperature for 16 h. During the reaction a solid precipitated. The solid can be collected by filtration. If by TLC starting material remains in either the solid or filtrate the solid can be... The reactants are C(CC(=O)OCC)(=O)OC(C)(C)C (tert-butyl ethyl malonate), [H-].[Na+] (sodium hydride), Cl.FC(CCCCCCCCCCCCCCCNC1=CC=C(C(=O)Cl)C=C1)(F)F (4-[15-(trifluoromethyl)pentadecylamino]benzoyl chloride hydrochloride). Solvent: COCCOC (1,2-dimethoxyethane), COCCOC (1,2-dimethoxyethane), COCCOC (1,2-dimethoxyethane). Yields the product FC(CCCCCCCCCCCCCCCNC1=CC=C(C(=O)C(C(=O)OC(C)(C)C)C(=O)OCC)C=C1)(F)F (tert-Butyl ethyl 4-[15-(trifluoromethyl)pentadecylamino]benzoylmalonate). As a reaction SMILES: [C:1]([O:9][C:10]([CH3:13])([CH3:12])[CH3:11])(=[O:8])[CH2:2][C:3]([O:5][CH2:6][CH3:7])=[O:4].[H-].[Na+].Cl.[F:17][C:18]([F:45])([F:44])[CH2:19][CH2:20][CH2:21][CH2:22][CH2:23][CH2:24][CH2:25][CH2:26][CH2:27][CH2:28][CH2:29][CH2:30][CH2:31][CH2:32][CH2:33][NH:34][C:35]1[CH:43]=[CH:42][C:38]([C:39](Cl)=[O:40])=[CH:37][CH:36]=1>COCCOC>[F:17][C:18]([F:44])([F:45])[CH2:19][CH2:20][CH2:21][CH2:22][CH2:23][CH2:24][CH2:25][CH2:26][CH2:27][CH2:28][CH2:29][CH2:30][CH2:31][CH2:32][CH2:33][NH:34][C:35]1[CH:43]=[CH:42][C:38]([C:39]([CH:2]([C:3]([O:5][CH2:6][CH3:7])=[O:4])[C:1]([O:9][C:10]([CH3:12])([CH3:11])[CH3:13])=[O:8])=[O:40])=[CH:37][CH:36]=1 |f:1.2,3.4|. Reported procedure: A solution of 28.0 g. of tert-butyl ethyl malonate in 10 ml. of 1,2-dimethoxyethane is added to a suspension of 4.0 g. of sodium hydride in 1,2-dimethoxyethane under argon. A solution of 17.3 g. of 4-[15-(trifluoromethyl)pentadecylamino]benzoyl chloride hydrochloride in 1,2-dimethoxyethane is then added. The reaction mixture is refluxed for 5 hours, cooled, poured on ice and extracted with ether. The ether solution is washed with water and saturated sodium chloride solution, dried over anhydrous... Yields the product O=C(NCC(=O)N1CCN(C(=O)c2ccc(Cl)nc2)CC1)c1ccc(-c2ccccc2)cc1. As a reaction SMILES: [CH3:30][CH2:31][N:32]=[C:33]=[N:34][CH2:35][CH2:36][CH2:37][N:38]([CH3:39])[CH3:40].[CH:1]([N:2]([CH2:3][CH3:4])[CH:5]([CH3:6])[CH3:7])([CH3:8])[CH3:9].[Cl:10][c:11]1[cH:12][cH:13][c:14]([C:17](=[O:18])[OH:19])[cH:15][n:16]1.[O:41]=[C:42]([CH2:43][NH:44][C:45](=[O:46])[c:47]1[cH:48][cH:49][c:50](-[c:53]2[cH:54][cH:55][cH:56][cH:57][cH:58]2)[cH:51][cH:52]1)[N:59]1[CH2:60][CH2:61][NH:62][CH2:63][CH2:64]1.[O:65]=[CH:66][N:67]([CH3:68])[CH3:69].[OH2:70].[OH:20][n:21]1[c:22]2[c:23]([cH:24][cH:25][cH:26][cH:27]2)[n:28][n:29]1>>[Cl:10][c:11]1[cH:12][cH:13][c:14]([C:17](=[O:19])[N:62]2[CH2:61][CH2:60][N:59]([C:42](=[O:41])[CH2:43][NH:44][C:45](=[O:46])[c:47]3[cH:48][cH:49][c:50](-[c:53]4[cH:54][cH:55][cH:56][cH:57][cH:58]4)[cH:51][cH:52]3)[CH2:64][CH2:63]2)[cH:15][n:16]1. Starting materials: CCN=C=NCCCN(C)C, CCN(C(C)C)C(C)C, O=C(O)c1ccc(Cl)nc1, O=C(NCC(=O)N1CCNCC1)c1ccc(-c2ccccc2)cc1, CN(C)C=O, O, On1nnc2ccccc21. Starting materials: Cl, N, O, O=P(Cl)(Cl)Cl, O=c1[nH]cnc2oc(-c3ccccc3)cc12. Yields the product Clc1ncnc2oc(-c3ccccc3)cc12. As a reaction SMILES: [ClH:22].[NH3:23].[OH2:24].[P:17]([Cl:18])([Cl:19])([Cl:20])=[O:21].[c:1]1(-[c:7]2[cH:8][c:9]3[c:10]([n:11][cH:12][nH:13][c:14]3=[O:15])[o:16]2)[cH:2][cH:3][cH:4][cH:5][cH:6]1>>[c:1]1(-[c:7]2[cH:8][c:9]3[c:10]([n:11][cH:12][n:13][c:14]3[Cl:19])[o:16]2)[cH:2][cH:3][cH:4][cH:5][cH:6]1. Starting materials: CCOC(=O)c1cc2cc(OC(C)=O)ccc2[nH]1, CCCC[N+](CCCC)(CCCC)CCCC, [Cl-], Clc1ccc(CBr)cc1I, [H-], [I-], [NH4+], [Na+], CN(C)C=O. Yields the product CCOC(=O)c1cc2cc(OC(C)=O)ccc2n1Cc1ccc(Cl)c(I)c1. RXN SMILES: [C:3]([CH3:4])(=[O:5])[O:6][c:7]1[cH:8][c:9]2[cH:10][c:11]([C:16](=[O:17])[O:18][CH2:19][CH3:20])[nH:12][c:13]2[cH:14][cH:15]1.[CH2:32]([N+:33]([CH2:34][CH2:35][CH2:36][CH3:37])([CH2:38][CH2:39][CH2:40][CH3:41])[CH2:42][CH2:43][CH2:44][CH3:45])[CH2:46][CH2:47][CH3:48].[Cl-:54].[Cl:21][c:22]1[c:23]([I:30])[cH:24][c:25]([CH2:26][Br:27])[cH:28][cH:29]1.[H-:1].[I-:31].[NH4+:55].[Na+:2].[O:49]=[CH:50][N:51]([CH3:52])[CH3:53]>>[C:3]([CH3:4])(=[O:5])[O:6][c:7]1[cH:8][c:9]2[cH:10][c:11]([C:16](=[O:17])[O:18][CH2:19][CH3:20])[n:12]([CH2:26][c:25]3[cH:24][c:23]([I:30])[c:22]([Cl:21])[cH:29][cH:28]3)[c:13]2[cH:14][cH:15]1. The reactants are Cc1ccc(C(=O)NC(c2nc(C)c(C)c(=O)n2Cc2ccccc2)C(C)C)cc1, ClCCN1CCCC1, [H-], [Na+], CN(C)C=O. The product is Cc1ccc(C(=O)N(CCN2CCCC2)C(c2nc(C)c(C)c(=O)n2Cc2ccccc2)C(C)C)cc1. RXN SMILES: [CH2:1]([c:2]1[cH:3][cH:4][cH:5][cH:6][cH:7]1)[n:8]1[c:9]([CH:17]([CH:18]([CH3:19])[CH3:20])[NH:21][C:22]([c:23]2[cH:24][cH:25][c:26]([CH3:29])[cH:27][cH:28]2)=[O:30])[n:10][c:11]([CH3:16])[c:12]([CH3:15])[c:13]1=[O:14].[Cl:33][CH2:34][CH2:35][N:36]1[CH2:37][CH2:38][CH2:39][CH2:40]1.[H-:31].[Na+:32].[O:41]=[CH:42][N:43]([CH3:44])[CH3:45]>>[CH2:1]([c:2]1[cH:3][cH:4][cH:5][cH:6][cH:7]1)[n:8]1[c:9]([CH:17]([CH:18]([CH3:19])[CH3:20])[N:21]([C:22]([c:23]2[cH:24][cH:25][c:26]([CH3:29])[cH:27][cH:28]2)=[O:30])[CH2:34][CH2:35][N:36]2[CH2:37][CH2:38][CH2:39][CH2:40]2)[n:10][c:11]([CH3:16])[c:12]([CH3:15])[c:13]1=[O:14]. Reactants: O1C(COC2=C(C=C(C=C2)OC)C2SC3=C(NC2=O)C=CC=C3)C1 (3,4-Dihydro-2-[2-(2,3-epoxypropoxy)-5-methoxyphenyl]-3-oxo-2H-1,4-benzothiazine), C(C)(C)(C)N (tert-butylamine). The solvent is C(C)O (ethanol). Product: C(C)(C)(C)NCC(COC1=C(C=C(C=C1)OC)C1SC2=C(NC1=O)C=CC=C2)O (2-[2-(3-tert-Butylamino-2-hydroxypropoxy)-5-methoxyphenyl]-3,4-dihydro-3-oxo-2H-1,4-benzothiazine). Isolated yield 93.0%. As a reaction SMILES: [O:1]1[CH2:24][CH:2]1[CH2:3][O:4][C:5]1[CH:10]=[CH:9][C:8]([O:11][CH3:12])=[CH:7][C:6]=1[CH:13]1[C:18](=[O:19])[NH:17][C:16]2[CH:20]=[CH:21][CH:22]=[CH:23][C:15]=2[S:14]1.[C:25]([NH2:29])([CH3:28])([CH3:27])[CH3:26]>C(O)C>[C:25]([NH:29][CH2:24][CH:2]([OH:1])[CH2:3][O:4][C:5]1[CH:10]=[CH:9][C:8]([O:11][CH3:12])=[CH:7][C:6]=1[CH:13]1[C:18](=[O:19])[NH:17][C:16]2[CH:20]=[CH:21][CH:22]=[CH:23][C:15]=2[S:14]1)([CH3:28])([CH3:27])[CH3:26]. Reported procedure: 3,4-Dihydro-2-[2-(2,3-epoxypropoxy)-5-methoxyphenyl]-3-oxo-2H-1,4-benzothiazine (compound No. 10, 0.8 g) and tert-butylamine (2.5 ml) are dissolved in ethanol (15 ml). The solution is refluxed for 1.5 hours, and after cooling, concentrated in vacuo. The residue is dissolved in chloroform, and the solution is washed with 2N HCl, water and N NaOH. The organic layer is dried over anhydrous sodium sulfate and concentrated in vacuo to give 0.9 g (93%) of the titled compound. The reactants are CCN(C(C)C)C(C)C (Hünig's base), C1(=CC=CC=C1)[C@@H](C)N1C[C@H](OCC1)[C@@H](SC1=C(C=CC=C1)C(F)(F)F)C1=CC=CC=C1 ((2S)-4-[(1R)-1-Phenylethyl]-2-((S)-phenyl{[2-(trifluoromethyl)phenyl]thio}methyl)morpholine), ClC(=O)OC(C)Cl (α-chloroethyl chloroformate). The solvent is ClCCl (dichloromethane). Yields the product C1(=CC=CC=C1)[C@@H]([C@@H]1CNCCO1)SC1=C(C=CC=C1)C(F)(F)F ((2S)-2-((S)-Phenyl{[2-(trifluoromethyl)phenyl]thio}methyl)morpholine). Yield: 42.9%. Reaction SMILES: CCN(C(C)C)C(C)C.C1([C@H]([N:18]2[CH2:23][CH2:22][O:21][C@H:20]([C@H:24]([C:36]3[CH:41]=[CH:40][CH:39]=[CH:38][CH:37]=3)[S:25][C:26]3[CH:31]=[CH:30][CH:29]=[CH:28][C:27]=3[C:32]([F:35])([F:34])[F:33])[CH2:19]2)C)C=CC=CC=1.ClC(OC(Cl)C)=O>ClCCl>[C:36]1([C@H:24]([S:25][C:26]2[CH:31]=[CH:30][CH:29]=[CH:28][C:27]=2[C:32]([F:33])([F:34])[F:35])[C@H:20]2[O:21][CH2:22][CH2:23][NH:18][CH2:19]2)[CH:37]=[CH:38][CH:39]=[CH:40][CH:41]=1. Procedure details: To a suspension of polymer supported Hünig's base (0.11 g, 0.40 mmol) and 52 (0.03 g, 0.066 mmol) in dry dichloromethane (1 ml) was added α-chloroethyl chloroformate (0.09 g, 0.066 mmol) at room temperature under nitrogen. The mixture was stirred at room temperature over the weekend then filtered and concentrated in vacuo. This was taken up in methanol, heated at 70° C. for 2 hours, cooled, and purified by SCX chromatography (eluent: ammonia/methanol 1/1 [v/v]) to give 9 as a colourless oil (0.0... The reactants are CCC(=O)OCC(C)=O, CCC(=O)OCC1(COC(=O)CC)COC(C)(COC(=O)CC)OC1. The product is CCC(=O)OCC1(C)OCC2(CO1)COC(C)(COC(=O)CC)OC2. Reaction SMILES: [C:26]([CH2:27][CH3:28])(=[O:29])[O:30][CH2:31][C:32]([CH3:33])=[O:34].[CH3:1][C:2]1([CH2:20][O:21][C:22]([CH2:23][CH3:24])=[O:25])[O:3][CH2:4][C:5]([CH2:8][O:9][C:16](=[O:17])[CH2:18][CH3:19])([CH2:14][O:10][C:11](=[O:12])[CH2:13][CH3:15])[CH2:6][O:7]1>>[CH3:1][C:2]1([CH2:20][O:21][C:22]([CH2:23][CH3:24])=[O:25])[O:3][CH2:4][C:5]2([CH2:6][O:7]1)[CH2:8][O:9][C:32]([CH2:31][O:30][C:26]([CH2:27][CH3:28])=[O:29])([CH3:33])[O:34][CH2:14]2.